The task is: describe an organic reaction: reactants, conditions, products, and yield. This data is from the Open Reaction Database (ORD), a public repository of structured organic reaction records. Reactants: OC=1C=C(C=C(C(=O)OC)C1)C(=O)OC (dimethyl 5-hydroxyisophthalate), FC(S(=O)(=O)O)(F)F (trifluoromethanesulfonic acid), ice water, N1=CC=CC=C1 (pyridine), resultant mixture. Solvent: C1(=CC=CC=C1)C (toluene). Conditions: time 1 hour. The product is FC(S(=O)(=O)OC=1C=C(C=C(C(=O)OC)C1)C(=O)OC)(F)F (dimethyl 5-trifluoromethanesulfonyloxyisophthalate). Isolated yield 95.0%. Reaction SMILES: [OH:1][C:2]1[CH:3]=[C:4]([C:12]([O:14][CH3:15])=[O:13])[CH:5]=[C:6]([CH:11]=1)[C:7]([O:9][CH3:10])=[O:8].N1C=CC=CC=1.[F:22][C:23]([F:29])([F:28])[S:24](O)(=[O:26])=[O:25]>C1(C)C=CC=CC=1>[F:22][C:23]([F:29])([F:28])[S:24]([O:1][C:2]1[CH:11]=[C:6]([C:7]([O:9][CH3:10])=[O:8])[CH:5]=[C:4]([CH:3]=1)[C:12]([O:14][CH3:15])=[O:13])(=[O:26])=[O:25]. Procedure: Into a 5 liter four-necked flask equipped with a thermometer, a Dimroth condenser, a calcium chloride tube and a stirrer, 190.0 g (0.904 moles) of dimethyl 5-hydroxyisophthalate, 3 liters of dehydrated toluene and 214.7 g (2.718 moles) of dehydrated pyridine were placed and the resultant mixture was cooled at −30° C. under stirring. To the cooled mixture, 510.2 g (1.808 moles) of anhydrous trifluoromethanesulfonic acid was slowly added dropwise with sufficient care so that the temperature did no... Reactants: CCOC(=O)CC(c1ccc(C(F)(F)F)cc1)c1cn(C(=O)OC(C)(C)C)c2c(CSC)cccc12, CCCCCCC, CC(C)[N-]C(C)C, CI, [Li+], C1CCOC1, C1CCOC1, O. Product: CCOC(=O)C(C)C(c1ccc(C(F)(F)F)cc1)c1cn(C(=O)OC(C)(C)C)c2c(CSC)cccc12. RXN SMILES: [CH2:1]([CH3:2])[O:3][C:4]([CH2:5][CH:6]([c:7]1[cH:8][cH:9][c:10]([C:13]([F:14])([F:15])[F:16])[cH:11][cH:12]1)[c:17]1[cH:18][n:19]([C:29](=[O:30])[O:31][C:32]([CH3:33])([CH3:34])[CH3:35])[c:20]2[c:21]([CH2:26][S:27][CH3:28])[cH:22][cH:23][cH:24][c:25]12)=[O:36].[CH3:53][CH2:54][CH2:55][CH2:56][CH2:57][CH2:58][CH3:59].[CH:37]([N-:38][CH:39]([CH3:40])[CH3:41])([CH3:42])[CH3:43].[I:45][CH3:46].[Li+:44].[O:48]1[CH2:49][CH2:50][CH2:51][CH2:52]1.[O:60]1[CH2:61][CH2:62][CH2:63][CH2:64]1.[OH2:47]>>[CH2:1]([CH3:2])[O:3][C:4]([CH:5]([CH:6]([c:7]1[cH:8][cH:9][c:10]([C:13]([F:14])([F:15])[F:16])[cH:11][cH:12]1)[c:17]1[cH:18][n:19]([C:29](=[O:30])[O:31][C:32]([CH3:33])([CH3:34])[CH3:35])[c:20]2[c:21]([CH2:26][S:27][CH3:28])[cH:22][cH:23][cH:24][c:25]12)[CH3:37])=[O:36]. Starting materials: ClCCl, FC(F)(F)c1nnc2ccc(N3CCNCC3)nn12, O=Cc1n[nH]c2ccccc12. The product is FC(F)(F)c1nnc2ccc(N3CCN(Cc4n[nH]c5ccccc45)CC3)nn12. Reaction SMILES: [Cl:31][CH2:32][Cl:33].[N:12]1([c:18]2[cH:19][cH:20][c:21]3[n:22]([n:23]2)[c:24]([C:27]([F:28])([F:29])[F:30])[n:25][n:26]3)[CH2:13][CH2:14][NH:15][CH2:16][CH2:17]1.[nH:1]1[n:2][c:3]([CH:10]=[O:11])[c:4]2[cH:5][cH:6][cH:7][cH:8][c:9]12>>[nH:1]1[n:2][c:3]([CH2:10][N:15]2[CH2:14][CH2:13][N:12]([c:18]3[cH:19][cH:20][c:21]4[n:22]([n:23]3)[c:24]([C:27]([F:28])([F:29])[F:30])[n:25][n:26]4)[CH2:17][CH2:16]2)[c:4]2[cH:5][cH:6][cH:7][cH:8][c:9]12. Starting materials: C1CC2CNCCN2C1, O=C(Cl)c1ccc(S(=O)(=O)Cl)cc1, ClCCl, [Na+], [Na+], O=C([O-])[O-]. Yields the product O=C(c1ccc(S(=O)(=O)Cl)cc1)N1CCN2CCCC2C1. As a reaction SMILES: [CH2:14]1[CH:15]2[N:16]([CH2:17][CH2:18][NH:19]1)[CH2:20][CH2:21][CH2:22]2.[Cl:1][S:2](=[O:3])(=[O:4])[c:5]1[cH:6][cH:7][c:8]([C:9](=[O:10])[Cl:11])[cH:12][cH:13]1.[Cl:29][CH2:30][Cl:31].[Na+:23].[Na+:24].[O-:25][C:26](=[O:27])[O-:28]>>[Cl:1][S:2](=[O:3])(=[O:4])[c:5]1[cH:6][cH:7][c:8]([C:9](=[O:10])[N:19]2[CH2:14][CH:15]3[N:16]([CH2:17][CH2:18]2)[CH2:20][CH2:21][CH2:22]3)[cH:12][cH:13]1.